From a dataset of the Open Reaction Database (ORD), a public repository of structured organic reaction records. describe an organic reaction: reactants, conditions, products, and yield The solvent is O (water). Reported procedure: A 500 mL round bottom flask fitted with reflux condenser, Dean Stark trap and nitrogen line was charged with 30.0 g of 4-formylphenyl methacrylate, 19.0 g of ethylene glycol, 250 mL of toluene and a catalytic amount of p-toluenesulfonic acid monohydrate. The solution was heated at reflux for 1 day, during which time the water formed in the reaction was removed periodically from the Dean Stark trap. Toluene was added to make up for losses from the Dean Stark trap, and the solution was heated at r... The reactants are C(C(=C)C)(=O)OC1=CC=C(C=C1)C=O (4-formylphenyl methacrylate), C(CO)O (ethylene glycol), C1(=CC=CC=C1)C (toluene), O.C1(=CC=C(C=C1)S(=O)(=O)O)C (p-toluenesulfonic acid monohydrate). The product is C(C(=C)C)(=O)OC1=CC=C(C=C1)C1OCCO1 (4-(2,5-dioxolanyl)phenyl methacrylate). As a reaction SMILES: [C:1]([O:6][C:7]1[CH:12]=[CH:11][C:10]([CH:13]=[O:14])=[CH:9][CH:8]=1)(=[O:5])[C:2]([CH3:4])=[CH2:3].[CH2:15](O)[CH2:16][OH:17].C1(C)C=CC=CC=1.O.C1(C)C=CC(S(O)(=O)=O)=CC=1>O>[C:1]([O:6][C:7]1[CH:8]=[CH:9][C:10]([CH:13]2[O:17][CH2:16][CH2:15][O:14]2)=[CH:11][CH:12]=1)(=[O:5])[C:2]([CH3:4])=[CH2:3] |f:3.4|.